This data is from the Open Reaction Database (ORD), a public repository of structured organic reaction records. The task is: describe an organic reaction: reactants, conditions, products, and yield Reactants: NC=1C=C2C(=CNC2=CC1)C1CCN(CC1)C (5-amino-3-(1-methyl-piperidin-4-yl)-1H-indole), CC(C1=CC=CC=C1)N=C=O (α-methylbenzyl isocyanate). Product: CC(C1=CC=CC=C1)NC(=O)NC=1C=C2C(=CNC2=CC1)C1CCN(CC1)C (N-(α-methylbenzyl)-N'-(3-(1-methylpiperidin-4-yl)-1H-indol-5-yl)urea). Isolated yield 97.3%. Reaction SMILES: [NH2:1][C:2]1[CH:3]=[C:4]2[C:8](=[CH:9][CH:10]=1)[NH:7][CH:6]=[C:5]2[CH:11]1[CH2:16][CH2:15][N:14]([CH3:17])[CH2:13][CH2:12]1.[CH3:18][CH:19]([N:26]=[C:27]=[O:28])[C:20]1[CH:25]=[CH:24][CH:23]=[CH:22][CH:21]=1>>[CH3:18][CH:19]([NH:26][C:27]([NH:1][C:2]1[CH:3]=[C:4]2[C:8](=[CH:9][CH:10]=1)[NH:7][CH:6]=[C:5]2[CH:11]1[CH2:16][CH2:15][N:14]([CH3:17])[CH2:13][CH2:12]1)=[O:28])[C:20]1[CH:25]=[CH:24][CH:23]=[CH:22][CH:21]=1. Procedure details: Beginning with 15.0 mg (0.0655 mMol 5-amino-3-(1-methyl-piperidin-4-yl)-1H-indole and 12.51 mg (0.0852 mMol) α-methylbenzyl isocyanate, 24.0 mg (97%) of the title compound were recovered. Reactants: CC(C)(F)CCC(CC(O[Si](C)(C)C(C)(C)C)C(Cc1ccccc1)NC(=O)c1cnc2ccccc2n1)c1ncco1, C1CCOC1. Product: CC(C)(F)CCC(CC(O)C(Cc1ccccc1)NC(=O)c1cnc2ccccc2n1)c1ncco1. RXN SMILES: [CH2:1]([c:2]1[cH:3][cH:4][cH:5][cH:6][cH:7]1)[CH:8]([CH:9]([CH2:10][CH:11]([CH2:12][CH2:13][C:14]([CH3:15])([CH3:16])[F:17])[c:18]1[o:19][cH:20][cH:21][n:22]1)[O:23][Si:24]([C:25]([CH3:26])([CH3:27])[CH3:28])([CH3:29])[CH3:30])[NH:31][C:32](=[O:33])[c:34]1[n:35][c:36]2[cH:37][cH:38][cH:39][cH:40][c:41]2[n:42][cH:43]1.[O:44]1[CH2:45][CH2:46][CH2:47][CH2:48]1>>[CH2:1]([c:2]1[cH:3][cH:4][cH:5][cH:6][cH:7]1)[CH:8]([CH:9]([CH2:10][CH:11]([CH2:12][CH2:13][C:14]([CH3:15])([CH3:16])[F:17])[c:18]1[o:19][cH:20][cH:21][n:22]1)[OH:23])[NH:31][C:32](=[O:33])[c:34]1[n:35][c:36]2[cH:37][cH:38][cH:39][cH:40][c:41]2[n:42][cH:43]1.